describe an organic reaction: reactants, conditions, products, and yield From a dataset of the Open Reaction Database (ORD), a public repository of structured organic reaction records. The reactants are Br, O=C([O-])[O-], CCOC(=O)c1nccnc1CSC(=N)N, CC#N, FC(F)(F)c1ccc(Cl)c(CBr)c1, [K+], [K+], O. The product is CCOC(=O)c1nccnc1CSCc1cc(C(F)(F)F)ccc1Cl. Reaction SMILES: [BrH:1].[C:31](=[O:32])([O-:33])[O-:34].[CH2:2]([CH3:3])[O:4][C:5](=[O:6])[c:7]1[n:8][cH:9][cH:10][n:11][c:12]1[CH2:13][S:14][C:15](=[NH:16])[NH2:17].[CH3:38][C:39]#[N:40].[Cl:18][c:19]1[c:20]([CH2:21][Br:22])[cH:23][c:24]([C:27]([F:28])([F:29])[F:30])[cH:25][cH:26]1.[K+:35].[K+:36].[OH2:37]>>[CH2:2]([CH3:3])[O:4][C:5](=[O:6])[c:7]1[n:8][cH:9][cH:10][n:11][c:12]1[CH2:13][S:14][CH2:15][c:20]1[c:19]([Cl:18])[cH:26][cH:25][c:24]([C:27]([F:28])([F:29])[F:30])[cH:23]1. The reactants are C(=O)(OCC)C1C(C(N1C1=CC=C(C=C1)OC)=O)OC (4-carboethoxy-3-methoxy-1-(p-methoxyphenyl)azetidin-2-one), [N+](=O)([O-])[O-].[NH4+] (ammonium nitrate), O (H2O), S(=O)([O-])[O-].[Na+].[Na+] (sodium sulfite). Solvent: C(C)#N (acetonitrile). Run at time 1 hour. The product is C(=O)(OCC)C1C(C(N1)=O)OC (4-carboethoxy-3-methoxyazetidine-2-one). The yield is 80.6%. Reaction SMILES: [C:1]([CH:6]1[N:9](C2C=CC(OC)=CC=2)[C:8](=[O:18])[CH:7]1[O:19][CH3:20])([O:3][CH2:4][CH3:5])=[O:2].[N+]([O-])([O-])=O.[NH4+].O.S([O-])([O-])=O.[Na+].[Na+]>C(#N)C>[C:1]([CH:6]1[NH:9][C:8](=[O:18])[CH:7]1[O:19][CH3:20])([O:3][CH2:4][CH3:5])=[O:2] |f:1.2,4.5.6|. Procedure: To a solution of 1.4 g of 4-carboethoxy-3-methoxy-1-(p-methoxyphenyl)azetidin-2-one in 50 ml acetonitrile at 0° was added a solution of 8.23 g of cerric ammonium nitrate in 50 H2O over 3 minutes. After stirring at 0° for 1 hour the solution was poured into 200 ml of 10% sodium sulfite and extracted with 3×75 ml of ethyl acetate. The combined organic extracts were washed with 10% sodium sulfite and saturated sodium chloride solutions and dried over sodium sulfate. Filtration and evaporation gave ... Reactants: CCC(Cl)c1ccccc1, CC(C)CC(CO)Nc1nc(S)nc2nc(N)sc12. Product: CCC(Sc1nc(NC(CO)CC(C)C)c2sc(N)nc2n1)c1ccccc1. Reaction SMILES: [Cl:20][CH:21]([CH2:22][CH3:23])[c:24]1[cH:25][cH:26][cH:27][cH:28][cH:29]1.[NH2:1][c:2]1[s:3][c:4]2[c:5]([n:6][c:7]([SH:18])[n:8][c:9]2[NH:10][CH:11]([CH2:12][OH:13])[CH2:14][CH:15]([CH3:16])[CH3:17])[n:19]1>>[NH2:1][c:2]1[s:3][c:4]2[c:5]([n:6][c:7]([S:18][CH:21]([CH2:22][CH3:23])[c:24]3[cH:25][cH:26][cH:27][cH:28][cH:29]3)[n:8][c:9]2[NH:10][CH:11]([CH2:12][OH:13])[CH2:14][CH:15]([CH3:16])[CH3:17])[n:19]1. The reagents and catalysts are c1ccc(cc1)-c2c3ccccc3cc4ccccc24 (9-Phenylanthracene), CC(C)[O-].CC(C)[O-].CC(C)[O-].CC(C)[O-].[Ti+4] (Ti(OiPr)4). The product is CS(=O)(=O)N1CC[C@@H](N)[C@@H](O)C1. Run at temperature 25 celsius, time 18 hour. As a reaction SMILES: [CH3:1][S:2]([N:5]1[CH2:11][C@H:9]([OH:10])[C:8](=O)[CH2:7][CH2:6]1)(=[O:4])=[O:3].[NH3:12].[Li+].[BH4-]>>[CH3:1][S:2]([N:5]1[CH2:11][C@H:9]([OH:10])[C@H:8]([NH2:12])[CH2:7][CH2:6]1)(=[O:4])=[O:3]. Starting materials: N, [Li+].[BH3-], C1CN(C[C@@H](C1=O)O)S(=O)(=O)C. Reactants: ClC=1C=C(CN2CC(OCC2)CN)C=CC1Cl ([4-(3,4-Dichlorobenzyl)morpholin-2-yl]methylamine), ClC1=CC=C(C=C1)N=C=O (1-chloro-4-isocyanatobenzene). The product is ClC1=CC=C(C=C1)NC(=O)NCC1CN(CCO1)CC1=CC(=C(C=C1)Cl)Cl (N-(4-Chlorophenyl)-N′-{[4-(3,4-dichlorobenzyl)morpholin-2-yl]methyl}urea). RXN SMILES: [Cl:1][C:2]1[CH:3]=[C:4]([CH:14]=[CH:15][C:16]=1[Cl:17])[CH2:5][N:6]1[CH2:11][CH2:10][O:9][CH:8]([CH2:12][NH2:13])[CH2:7]1.[Cl:18][C:19]1[CH:24]=[CH:23][C:22]([N:25]=[C:26]=[O:27])=[CH:21][CH:20]=1>>[Cl:18][C:19]1[CH:24]=[CH:23][C:22]([NH:25][C:26]([NH:13][CH2:12][CH:8]2[O:9][CH2:10][CH2:11][N:6]([CH2:5][C:4]3[CH:14]=[CH:15][C:16]([Cl:17])=[C:2]([Cl:1])[CH:3]=3)[CH2:7]2)=[O:27])=[CH:21][CH:20]=1. Reported procedure: Example 14 was prepared in an analogous manner to Example 1 using a mixture of Intermediate 3 (0.025 g) and 1-chloro-4-isocyanatobenzene (17.4 μl) to give the title compound (0.0275 g). LC-MS (System A): Rt 2.45 mins, Mass Spectrum m/z 428 [MH+]. Reactants: S1C2=C(C=C1CC1C(OC(OC1=O)(C)C)=O)C=CC=C2 (5-(benzo[b]thiophen-2-ylmethyl)-2,2-dimethyl-1,3-dioxane-4,6-dione), Intermediate 41, S1C2=C(C=C1CC(C(=O)O)C(=O)O)C=CC=C2 (2-(Benzo[b]thiophen-2-ylmethyl)malonic acid), S1C2=C(C=C1CC(C(=O)O)C(=O)O)C=CC=C2 (2-(Benzo[b]thiophen-2-ylmethyl)malonic acid), S1C2=C(C=C1CC(C(=O)O)C(=O)O)C=CC=C2 (2-(Benzo[b]thiophen-2-ylmethyl)malonic acid), CS(=O)(=O)C1=CC=C(CC2C(OC(OC2=O)(C)C)=O)C=C1 (5-(4-methylsulfonylbenzyl)-2,2-dimethyl-1,3-dioxane-4,6-dione). Product: CS(=O)(=O)C1=CC=C(CC(C(=O)O)C(=O)O)C=C1 (2-(4-Methylsulfonylbenzyl)malonic acid). Reaction SMILES: S1C(CC2C(=O)OC(C)(C)OC2=O)=CC2C=CC=CC1=2.S1C(CC(C(O)=O)C(O)=O)=CC2C=CC=CC1=2.[CH3:38][S:39]([C:42]1[CH:58]=[CH:57][C:45]([CH2:46][CH:47]2[C:52](=[O:53])[O:51]C(C)(C)[O:49][C:48]2=[O:56])=[CH:44][CH:43]=1)(=[O:41])=[O:40]>>[CH3:38][S:39]([C:42]1[CH:43]=[CH:44][C:45]([CH2:46][CH:47]([C:48]([OH:56])=[O:49])[C:52]([OH:53])=[O:51])=[CH:57][CH:58]=1)(=[O:40])=[O:41]. Procedure: The title compound was prepared by substituting 5-(benzo[b]thiophen-2-ylmethyl)-2,2-dimethyl-1,3-dioxane-4,6-dione (Intermediate 39: step a) with 5-(4-methylsulfonylbenzyl)-2,2-dimethyl-1,3-dioxane-4,6-dione (Intermediate 41: step a) then following the procedure described for the preparation of 2-(benzo[b]thiophen-2-ylmethyl)malonic acid (Intermediate 39: step b). Starting materials: CCCC(C)C, CCOCC, COC(=O)Cl, Cl, NC1CCN(c2ccc(N3CC(COc4ccon4)OC3=O)cc2F)C1. As a reaction SMILES: [CH3:33][CH2:34][CH2:35][CH:36]([CH3:37])[CH3:38].[CH3:39][CH2:40][O:41][CH2:42][CH3:43].[Cl:28][C:29](=[O:30])[O:31][CH3:32].[ClH:1].[NH2:2][CH:3]1[CH2:4][N:5]([c:8]2[c:9]([F:27])[cH:10][c:11]([N:14]3[C:15](=[O:26])[O:16][CH:17]([CH2:19][O:20][c:21]4[n:22][o:23][cH:24][cH:25]4)[CH2:18]3)[cH:12][cH:13]2)[CH2:6][CH2:7]1>>[NH:2]([CH:3]1[CH2:4][N:5]([c:8]2[c:9]([F:27])[cH:10][c:11]([N:14]3[C:15](=[O:26])[O:16][CH:17]([CH2:19][O:20][c:21]4[n:22][o:23][cH:24][cH:25]4)[CH2:18]3)[cH:12][cH:13]2)[CH2:6][CH2:7]1)[C:29](=[O:30])[O:31][CH3:32]. Yields the product COC(=O)NC1CCN(c2ccc(N3CC(COc4ccon4)OC3=O)cc2F)C1. The reactants are O.C([O-])(O)=O.[Na+] (sodium bicarbonate water), crude product, C(C)OC(C(CO)F)=O (2-fluoro-3-hydroxypropionic acid ethyl ester), N1C=NC=C1 (Imidazole), [Si](C1=CC=CC=C1)(C1=CC=CC=C1)(C(C)(C)C)Cl (tert-butyldiphenylsilyl chloride). The solvent is ClCCl (dichloromethane). Reaction conditions: time 18 hour. The product is C(C)OC(C(CO[Si](C1=CC=CC=C1)(C1=CC=CC=C1)C(C)(C)C)F)=O (3-{[tert-Butyl(diphenyl)silyl]oxy}-2-fluoropropionic acid ethyl ester). As a reaction SMILES: [CH2:1]([O:3][C:4](=[O:9])[CH:5]([F:8])[CH2:6][OH:7])[CH3:2].N1C=CN=C1.[Si:15](Cl)([C:28]([CH3:31])([CH3:30])[CH3:29])([C:22]1[CH:27]=[CH:26][CH:25]=[CH:24][CH:23]=1)[C:16]1[CH:21]=[CH:20][CH:19]=[CH:18][CH:17]=1.O.C(=O)(O)[O-].[Na+]>ClCCl>[CH2:1]([O:3][C:4](=[O:9])[CH:5]([F:8])[CH2:6][O:7][Si:15]([C:28]([CH3:31])([CH3:30])[CH3:29])([C:22]1[CH:23]=[CH:24][CH:25]=[CH:26][CH:27]=1)[C:16]1[CH:21]=[CH:20][CH:19]=[CH:18][CH:17]=1)[CH3:2] |f:3.4.5|. Procedure details: A crude product of 2-fluoro-3-hydroxypropionic acid ethyl ester (13.06 g) was dissolved in dichloromethane (300 ml). Imidazole (17.2 g, 252.57 mmol) and tert-butyldiphenylsilyl chloride (25 ml, 96.14 mmol) were added to the solution under cooling on ice, and the reaction solution was stirred for 18 hours while raising the reaction solution temperature to room temperature. Saturated sodium bicarbonate water was added to the reaction solution and the resultant was extracted with dichloromethane. T... Reactants: BrC=1C=NC=CC1 (3-bromopyridine), OC1=CC=C(C=O)C=C1 (4-hydroxybenzaldehyde), C([O-])([O-])=O.[K+].[K+] (potassium carbonate), CN(P(=O)(N(C)C)N(C)C)C (hexamethylphosphoramide). Run in O (water). Yields the product N1=CC(=CC=C1)OC1=CC=C(C=O)C=C1 (4-(3-pyridyloxy)benzaldehyde). Yield: 44.1%. RXN SMILES: Br[C:2]1[CH:3]=[N:4][CH:5]=[CH:6][CH:7]=1.[OH:8][C:9]1[CH:16]=[CH:15][C:12]([CH:13]=[O:14])=[CH:11][CH:10]=1.C(=O)([O-])[O-].[K+].[K+].CN(C)P(N(C)C)(N(C)C)=O>O>[N:4]1[CH:5]=[CH:6][CH:7]=[C:2]([O:8][C:9]2[CH:16]=[CH:15][C:12]([CH:13]=[O:14])=[CH:11][CH:10]=2)[CH:3]=1 |f:2.3.4|. Procedure details: A mixture of 25 g of 3-bromopyridine, 20 g of 4-hydroxybenzaldehyde, 60 g of potassium carbonate and 150 ml of hexamethylphosphoramide was heated at a temperature of 130° to 135° C. for 11 hours. After cooling, the mixture was poured into water and extracted with diethyl ether. The ether extract was washed with water and extracted with 10% hydrochloric acid. The aqueous layer was washed with diethyl ether, rendered alkaline with sodium hydroxide and extracted with diethyl ether. The ether extrac...